From a dataset of the Open Reaction Database (ORD), a public repository of structured organic reaction records. describe an organic reaction: reactants, conditions, products, and yield The reactants are ClCCl, C[Si](C)(C)CCOCn1ncc2ccc(Nc3nc(NCC(F)(F)F)c4occc4n3)cc21, O=C(O)C(F)(F)F. The product is FC(F)(F)CNc1nc(Nc2ccc3cn[nH]c3c2)nc2ccoc12. As a reaction SMILES: [Cl:41][CH2:42][Cl:43].[F:1][C:2]([CH2:3][NH:4][c:5]1[c:6]2[c:7]([n:8][c:9]([NH:11][c:12]3[cH:13][cH:14][c:15]4[cH:16][n:17][n:18]([CH2:21][O:22][CH2:23][CH2:24][Si:25]([CH3:26])([CH3:27])[CH3:28])[c:19]4[cH:20]3)[n:10]1)[cH:29][cH:30][o:31]2)([F:32])[F:33].[F:34][C:35]([F:36])([F:37])[C:38]([OH:39])=[O:40]>>[F:1][C:2]([CH2:3][NH:4][c:5]1[c:6]2[c:7]([n:8][c:9]([NH:11][c:12]3[cH:13][cH:14][c:15]4[cH:16][n:17][nH:18][c:19]4[cH:20]3)[n:10]1)[cH:29][cH:30][o:31]2)([F:32])[F:33].